From a dataset of the Open Reaction Database (ORD), a public repository of structured organic reaction records. describe an organic reaction: reactants, conditions, products, and yield Starting materials: CC1=NN2C(C=CC=C2)=C1C(C1=CN=CC=C1)=O (2-methyl-3-nicotinoyl pyrazolo[1,5-a]pyridine), [H][H] (hydrogen). The reagents and catalysts are [C].[Pd] (palladium carbon). Solvent: C(C)O (ethanol). The product is CC1=NN2C(C=CC=C2)=C1C(C1=CNCCC1)=O (2-methyl-3-(1,4,5,6-tetrahydronicotinoyl)pyrazolo[1,5-a]pyridine). RXN SMILES: [CH3:1][C:2]1[C:10]([C:11](=[O:18])[C:12]2[CH:17]=[CH:16][CH:15]=[N:14][CH:13]=2)=[C:5]2[CH:6]=[CH:7][CH:8]=[CH:9][N:4]2[N:3]=1.[H][H]>C(O)C.[C].[Pd]>[CH3:1][C:2]1[C:10]([C:11](=[O:18])[C:12]2[CH2:17][CH2:16][CH2:15][NH:14][CH:13]=2)=[C:5]2[CH:6]=[CH:7][CH:8]=[CH:9][N:4]2[N:3]=1 |f:3.4|. Procedure: Ten g of 2-methyl-3-nicotinoyl pyrazolo[1,5-a]pyridine was dissolved in 150 ml of absolute ethanol and 2 g of 10% palladium carbon was added to the solution. The mixture was hydrogenated in an autoclave at 13 atm. of hydrogen at a temperature in the range of 55° to 58° C. for 3 hours. The mixture was filtered and the filtrate was evaporated under reduced pressure in order to remove the solvent. The residue was recrystallized from ethyl acetate to afford the title compound in yield of 8.5 g, mp 2... Starting materials: C(CCC)[Li] (n-Butyllithium), hexanes, C(C)(C)NC(C)C (di-isopropylamine), BrCC=1C(=NC(=CC1C1=C(C=CC=C1)Cl)Cl)Cl (3-(bromomethyl)-2,6-dichloro-4-(2-chlorophenyl)pyridine), C(C)(=O)OC(C)(C)C (tert-butyl acetate). Run in C(C)(=O)O (acetic acid), C1CCOC1 (THF), [Cl-].[Na+].O (brine), C(C)(=O)OCC (ethyl acetate), C1CCOC1 (THF). Run at time 15 minute. The product is ClC1=NC(=CC(=C1CCC(=O)OC(C)(C)C)C1=C(C=CC=C1)Cl)Cl (tert-Butyl 3-[2,6-dichloro-4-(2-chlorophenyl)-3-pyridinyl]propanoate). Isolated yield 90.9%. RXN SMILES: C([Li])CCC.C(NC(C)C)(C)C.[C:13]([O:16][C:17]([CH3:20])([CH3:19])[CH3:18])(=[O:15])[CH3:14].Br[CH2:22][C:23]1[C:24]([Cl:37])=[N:25][C:26]([Cl:36])=[CH:27][C:28]=1[C:29]1[CH:34]=[CH:33][CH:32]=[CH:31][C:30]=1[Cl:35]>C1COCC1.[Cl-].[Na+].O.C(OCC)(=O)C.C(O)(=O)C>[Cl:37][C:24]1[C:23]([CH2:22][CH2:14][C:13]([O:16][C:17]([CH3:20])([CH3:19])[CH3:18])=[O:15])=[C:28]([C:29]2[CH:34]=[CH:33][CH:32]=[CH:31][C:30]=2[Cl:35])[CH:27]=[C:26]([Cl:36])[N:25]=1 |f:5.6.7|. Procedure details: n-Butyllithium in hexanes (1.6M, 18 ml, 28.8 mmol) was added to di-isopropylamine (4.1 ml, 29.25 mmol) in dry THF (200 ml) at −10° under nitrogen. After 5 min. the solution was cooled to −70° and tert-butyl acetate (3.9 ml, 28.93 mmol) added dropwise. After stirring at −70° for 15 min. under nitrogen, 3-(bromomethyl)-2,6-dichloro-4-(2-chlorophenyl)pyridine (2.44 g, 6.942 mmol) in dry THF (18 ml) was added dropwise over 10 min., and the mixture stirred at −70° for 1 h. Glacial acetic acid (2.3 ml... Reactants: Cc1nc(C(F)(F)F)ccc1Cn1nc2c(Br)c(-c3ccc(Cl)cc3)ccn2c1=O, C1CCOC1, COCc1ccc(B(O)O)cc1, CCOC(C)=O, [K+], [K+], [K+], O=P([O-])([O-])[O-]. Yields the product COCc1ccc(-c2c(-c3ccc(Cl)cc3)ccn3c(=O)n(Cc4ccc(C(F)(F)F)nc4C)nc23)cc1. As a reaction SMILES: [Br:1][c:2]1[c:3]2[n:4]([cH:5][cH:6][c:7]1-[c:8]1[cH:9][cH:10][c:11]([Cl:14])[cH:12][cH:13]1)[c:15](=[O:30])[n:16]([CH2:18][c:19]1[c:20]([CH3:29])[n:21][c:22]([C:25]([F:26])([F:27])[F:28])[cH:23][cH:24]1)[n:17]2.[CH2:51]1[O:52][CH2:53][CH2:54][CH2:55]1.[CH3:31][O:32][CH2:33][c:34]1[cH:35][cH:36][c:37]([B:40]([OH:41])[OH:42])[cH:38][cH:39]1.[CH3:56][CH2:57][O:58][C:59]([CH3:60])=[O:61].[K+:48].[K+:49].[K+:50].[P:43]([O-:44])([O-:45])([O-:46])=[O:47]>>[c:2]1(-[c:37]2[cH:36][cH:35][c:34]([CH2:33][O:32][CH3:31])[cH:39][cH:38]2)[c:3]2[n:4]([cH:5][cH:6][c:7]1-[c:8]1[cH:9][cH:10][c:11]([Cl:14])[cH:12][cH:13]1)[c:15](=[O:30])[n:16]([CH2:18][c:19]1[c:20]([CH3:29])[n:21][c:22]([C:25]([F:26])([F:27])[F:28])[cH:23][cH:24]1)[n:17]2. Starting materials: C(C)(=O)O[BH-](OC(C)=O)OC(C)=O.[Na+] (sodium triacetoxyborohydride), NC1=NN=C(S1)C(CC)(CC)O (3-(5-amino-1,3,4-thiadiazol-2-yl)pentan-3-ol), FC1=CC=C(C=C1)C1=CC(OC2=CC(=CC=C12)C=O)=O (4-(4-fluorophenyl)-2-oxo-2H-chromene-7-carbaldehyde), C(C)(=O)O (acetic acid). Solvent: C1=CC=CC=C1 (benzene), C1CCOC1 (THF). Reaction conditions: time 8 hour. Product: C(C)C(CC)(O)C1=NN=C(S1)NCCC1=CC=C2C(=CC(OC2=C1)=O)C1=CC=C(C=C1)F (7-(2-{[5-(1-Ethyl-1-hydroxypropyl)-1,3,4-thiadiazol-2-yl]amino}ethyl)-4-(4-fluorophenyl)-2H-chromen-2-one). As a reaction SMILES: [NH2:1][C:2]1[S:6][C:5]([C:7]([OH:12])([CH2:10][CH3:11])[CH2:8][CH3:9])=[N:4][N:3]=1.[F:13][C:14]1[CH:19]=[CH:18][C:17]([C:20]2[C:29]3[C:24](=[CH:25][C:26]([CH:30]=O)=[CH:27][CH:28]=3)[O:23][C:22](=[O:32])[CH:21]=2)=[CH:16][CH:15]=1.[C:33](O)(=O)C.C(O[BH-](OC(=O)C)OC(=O)C)(=O)C.[Na+]>C1C=CC=CC=1.C1COCC1>[CH2:8]([C:7]([C:5]1[S:6][C:2]([NH:1][CH2:33][CH2:30][C:26]2[CH:25]=[C:24]3[C:29]([C:20]([C:17]4[CH:16]=[CH:15][C:14]([F:13])=[CH:19][CH:18]=4)=[CH:21][C:22](=[O:32])[O:23]3)=[CH:28][CH:27]=2)=[N:3][N:4]=1)([OH:12])[CH2:10][CH3:11])[CH3:9] |f:3.4|. Reported procedure: A mixture of 3-(5-amino-1,3,4-thiadiazol-2-yl)pentan-3-ol (0.129 g, 0.689 mmol), 4-(4-fluorophenyl)-2-oxo-2H-chromene-7-carbaldehyde (0.200 g, 0.746 mmol) and acetic acid (7.94 μL, 0.138 mmol) in benzene (2.5 mL) was stirred overnight at reflux with a Dean-Stark trap. After cooling, the mixture was diluted in THF (5 mL) and sodium triacetoxyborohydride (0.731 g, 3.45 mmol) was added. The mixture was then stirred at 45° C. for 3 h. The reaction was quenched with a saturated NaHCO3 solution and po... The reactants are Nc1cc(Cl)cc2cnccc12, O=C=NCc1ccc(C(F)(F)F)cc1. Yields the product O=C(NCc1ccc(C(F)(F)F)cc1)Nc1cc(Cl)cc2cnccc12. RXN SMILES: [Cl:1][c:2]1[cH:3][c:4]([NH2:12])[c:5]2[cH:6][cH:7][n:8][cH:9][c:10]2[cH:11]1.[F:13][C:14]([c:15]1[cH:16][cH:17][c:18]([CH2:19][N:20]=[C:21]=[O:22])[cH:23][cH:24]1)([F:25])[F:26]>>[Cl:1][c:2]1[cH:3][c:4]([NH:12][C:21]([NH:20][CH2:19][c:18]2[cH:17][cH:16][c:15]([C:14]([F:13])([F:25])[F:26])[cH:24][cH:23]2)=[O:22])[c:5]2[cH:6][cH:7][n:8][cH:9][c:10]2[cH:11]1. The reactants are COC1=CC=C(C=C1)C=1CCNCC1 (4-(4-Methoxyphenyl)-1,2,3,6-tetrahydropyridine), CN(C)CC1=CNC2=NC=CC=C21 (3-dimethylaminomethyl-1H-pyrrolo[2,3-b]pyridine). Run in CC(C)O (iPrOH). Yields the product COC1=CC=C(C=C1)C=1CCN(CC1)CC1=CNC2=NC=CC=C21 (3-(4-[4-Methoxyphenyl]-1,2,3,6-tetrahydropyridin-1-yl)methyl-1H-pyrrolo[2,3-b]pyridine). Isolated yield 41.0%. RXN SMILES: [CH3:1][O:2][C:3]1[CH:8]=[CH:7][C:6]([C:9]2[CH2:10][CH2:11][NH:12][CH2:13][CH:14]=2)=[CH:5][CH:4]=1.CN([CH2:18][C:19]1[C:27]2[C:22](=[N:23][CH:24]=[CH:25][CH:26]=2)[NH:21][CH:20]=1)C>CC(O)C>[CH3:1][O:2][C:3]1[CH:4]=[CH:5][C:6]([C:9]2[CH2:14][CH2:13][N:12]([CH2:18][C:19]3[C:27]4[C:22](=[N:23][CH:24]=[CH:25][CH:26]=4)[NH:21][CH:20]=3)[CH2:11][CH:10]=2)=[CH:7][CH:8]=1. Procedure details: 4-(4-Methoxyphenyl)-1,2,3,6-tetrahydropyridine (540 mg, 2.8 mmol) was reacted with 3-dimethylaminomethyl-1H-pyrrolo[2,3-b]pyridine (500 mg, 2.8 mmol) as in Example 4 to give the title compound (367 mg, 41%) as tan crystals, m.p. 202°-204° C. (iPrOH); (Found: C, 73.51; H, 6.74; N, 12.15. C20H21N3O.0.33 H2O.0.2 C3 H8O requires C, 73.34; H, 6.95; N, 12.45%); δH (DMSO-d6) 2.44 (2H, m, tetrahydropyridinyl CH2), 2.70 (2H, m, tetrahydropyridinyl CH2), 3.10 (2H, m, tetrahydropyridinyl CH2), 3.74 (3H, s,...